From a dataset of the Open Reaction Database (ORD), a public repository of structured organic reaction records. describe an organic reaction: reactants, conditions, products, and yield The reactants are S(=O)(Cl)Cl (Thionyl chloride), [N+](=O)([O-])C1=CC=C(C=C1)N1CCC(CC1)C(C(=O)O)C1=CC=CC=C1 ((±)-1-(4-nitrophenyl)-α-phenyl-4-piperidineacetic acid), C(Cl)Cl (DCM). Reaction conditions: time 8 hour. The product is [N+](=O)([O-])C1=CC=C(C=C1)N1CCC(CC1)C(C(=O)OC)C1=CC=CC=C1 ((±)-methyl 1-(4-nitrophenyl)-α-phenyl-4-piperidineacetate). As a reaction SMILES: S(Cl)(Cl)=O.[N+:5]([C:8]1[CH:13]=[CH:12][C:11]([N:14]2[CH2:19][CH2:18][CH:17]([CH:20]([C:24]3[CH:29]=[CH:28][CH:27]=[CH:26][CH:25]=3)[C:21]([OH:23])=[O:22])[CH2:16][CH2:15]2)=[CH:10][CH:9]=1)([O-:7])=[O:6].[CH2:30](Cl)Cl>>[N+:5]([C:8]1[CH:9]=[CH:10][C:11]([N:14]2[CH2:19][CH2:18][CH:17]([CH:20]([C:24]3[CH:25]=[CH:26][CH:27]=[CH:28][CH:29]=3)[C:21]([O:23][CH3:30])=[O:22])[CH2:16][CH2:15]2)=[CH:12][CH:13]=1)([O-:7])=[O:6]. Procedure: Thionyl chloride (0.01 mole) was added to a mixture of intermediate (13) (0.0029 mole) in DCM (10 ml). The mixture was stirred for one minute overnight and then allowed to stand. The solvent was evaporated. The residue was dissolved in DCM (10 ml). Methanol (10 ml) was added. The mixture was allowed to stand for four hours, then poured out into a NaHCO3 solution and extracted with DCM. The organic layer was separated, dried, filtered and the solvent was evaporated. The residue was triturated in ... Starting materials: C1COCCO1, CNC, CN1Cc2c(-c3noc(CCl)n3)ncn2-c2cccc(Cl)c2C1=O. The product is CN(C)Cc1nc(-c2ncn3c2CN(C)C(=O)c2c(Cl)cccc2-3)no1. RXN SMILES: [CH2:28]1[O:29][CH2:30][CH2:31][O:32][CH2:33]1.[CH3:25][NH:26][CH3:27].[Cl:1][c:2]1[cH:3][cH:4][cH:5][c:6]2[c:7]1[C:8](=[O:24])[N:9]([CH3:23])[CH2:10][c:11]1[n:12]-2[cH:13][n:14][c:15]1-[c:16]1[n:17][o:18][c:19]([CH2:21][Cl:22])[n:20]1>>[Cl:1][c:2]1[cH:3][cH:4][cH:5][c:6]2[c:7]1[C:8](=[O:24])[N:9]([CH3:23])[CH2:10][c:11]1[n:12]-2[cH:13][n:14][c:15]1-[c:16]1[n:17][o:18][c:19]([CH2:21][N:26]([CH3:25])[CH3:27])[n:20]1.